This data is from the Open Reaction Database (ORD), a public repository of structured organic reaction records. The task is: describe an organic reaction: reactants, conditions, products, and yield The reactants are CCCC1CC(O[Si](C)(C)C(C)(C)C)CCC1NC(=O)C(CCSC)NC(=O)OCc1ccccc1, [H-], CI, [Na+]. The product is CCCC1CC(O[Si](C)(C)C(C)(C)C)CCC1N1CCC(NC(=O)OCc2ccccc2)C1=O. RXN SMILES: [C:1]([CH3:2])([CH3:3])([CH3:4])[Si:5]([O:6][CH:7]1[CH2:8][CH:9]([CH2:32][CH2:33][CH3:34])[CH:10]([NH:13][C:14]([CH:15]([CH2:16][CH2:17][S:18][CH3:19])[NH:20][C:21]([O:22][CH2:23][c:24]2[cH:25][cH:26][cH:27][cH:28][cH:29]2)=[O:30])=[O:31])[CH2:11][CH2:12]1)([CH3:35])[CH3:36].[H-:37].[I:39][CH3:40].[Na+:38]>>[C:1]([CH3:2])([CH3:3])([CH3:4])[Si:5]([O:6][CH:7]1[CH2:8][CH:9]([CH2:32][CH2:33][CH3:34])[CH:10]([N:13]2[C:14](=[O:31])[CH:15]([NH:20][C:21]([O:22][CH2:23][c:24]3[cH:25][cH:26][cH:27][cH:28][cH:29]3)=[O:30])[CH2:16][CH2:17]2)[CH2:11][CH2:12]1)([CH3:35])[CH3:36]. Starting materials: O=C(OC(Cl)(Cl)Cl)Cl (diphosgene), C(C=C)OC([C@@H](N)C)=O (alanine allyl ester), C (charcoal). Run in O1CCOCC1 (dioxane). Reported procedure: 0.35 mol diphosgene is added dropwise over 1 hour to a mixture of 0.28 mol of alanine allyl ester, prepared as described by H. Waldmann and H. Kunz in Liebigs Ann. Chem., 1983, 1712-1725, and 0.4 g activated charcoal in 400 mL dioxane under N2. The reaction mixture is then heated and stirred at reflux for 21/2 hours. The reaction mixture is then cooled, filtered, and concentrated to dryness by rotary evaporator, keeping exposure to moisture to a minimum. The crude product is re-dissolved in 100 ... The product is [N-]=C=O.C(C=C)OC([C@@H](N)C)=O (alanine allyl ester isocyanate). RXN SMILES: O=C(Cl)[O:3][C:4](Cl)(Cl)Cl.[CH2:9]([O:12][C:13](=[O:17])[C@H:14]([CH3:16])[NH2:15])[CH:10]=[CH2:11].C>O1CCOCC1>[N-:15]=[C:4]=[O:3].[CH2:9]([O:12][C:13](=[O:17])[C@H:14]([CH3:16])[NH2:15])[CH:10]=[CH2:11] |f:4.5|. The product is ClC1=NC(=NC=C1OC)C1=CC=C(C=C1)[N+](=O)[O-] (4-Chloro-5-methoxy-2-(4-nitro-phenyl)-pyrimidine). Procedure details: In ice bath, dimethyl-phenyl-amine (1.19 mL, 1.0 eq) was added dropwise to a slurry of 5-Methoxy-2-(4-nitro-phenyl)-3H-pyrimidin-4-one (2.3 g, 1.0 eq) in POCl3 (4.4 mL, 5.0 eq) and the mixture was refluxed overnight. Excess POCl3 was evaporated in vacuo and the residue was poured into ice-water. After formation of precipitates, the mixture was filtered and the residue was dried solid in vacuo. A product was obtained as a white solid (2.47 g, 61%). The yield is 61.0%. Reactants: CN(C1=CC=CC=C1)C (dimethyl-phenyl-amine), COC=1C(NC(=NC1)C1=CC=C(C=C1)[N+](=O)[O-])=O (5-Methoxy-2-(4-nitro-phenyl)-3H-pyrimidin-4-one), O=P(Cl)(Cl)Cl (POCl3). Reaction SMILES: CN(C)C1C=CC=CC=1.[CH3:10][O:11][C:12]1[C:13](=O)[NH:14][C:15]([C:18]2[CH:23]=[CH:22][C:21]([N+:24]([O-:26])=[O:25])=[CH:20][CH:19]=2)=[N:16][CH:17]=1.O=P(Cl)(Cl)[Cl:30]>>[Cl:30][C:13]1[C:12]([O:11][CH3:10])=[CH:17][N:16]=[C:15]([C:18]2[CH:23]=[CH:22][C:21]([N+:24]([O-:26])=[O:25])=[CH:20][CH:19]=2)[N:14]=1. Reactants: C(C)(C)(C)OC(=O)N1CCN(CC1)C(=O)C1=CC2=NC=CC(=C2S1)NC=1C=C2C=C(NC2=CC1)C (4-[7-(2-methyl-1H-indol-5-ylamino)-thieno[3,2-b]pyridine-2-carbonyl]-piperazine-1-carboxylic acid tert-butyl ester), Cl (HCl). Yields the product CC=1NC2=CC=C(C=C2C1)NC1=C2C(=NC=C1)C=C(S2)C(=O)N2CCNCC2 ([7-(2-Methyl-1H-indol-5-ylamino)-thieno[3,2-b]pyridin-2-yl]-piperazin-1-yl-methanone). Reaction SMILES: C(OC([N:8]1[CH2:13][CH2:12][N:11]([C:14]([C:16]2[S:24][C:23]3[C:18](=[N:19][CH:20]=[CH:21][C:22]=3[NH:25][C:26]3[CH:27]=[C:28]4[C:32](=[CH:33][CH:34]=3)[NH:31][C:30]([CH3:35])=[CH:29]4)[CH:17]=2)=[O:15])[CH2:10][CH2:9]1)=O)(C)(C)C.Cl>>[CH3:35][C:30]1[NH:31][C:32]2[C:28]([CH:29]=1)=[CH:27][C:26]([NH:25][C:22]1[CH:21]=[CH:20][N:19]=[C:18]3[CH:17]=[C:16]([C:14]([N:11]4[CH2:12][CH2:13][NH:8][CH2:9][CH2:10]4)=[O:15])[S:24][C:23]=13)=[CH:34][CH:33]=2. Procedure: The title compound was prepared by treating 4-[7-(2-methyl-1H-indol-5-ylamino)-thieno[3,2-b]pyridine-2-carbonyl]-piperazine-1-carboxylic acid tert-butyl ester with HCl gas as described in Example 64B. MS: 392 (MH+); HPLC Rf: 3.51 min.; HPLC purity: 93%.